Dataset: the Open Reaction Database (ORD), a public repository of structured organic reaction records. Task: describe an organic reaction: reactants, conditions, products, and yield Starting materials: C1CCOC1, C[Si](C)(C)[N-][Si](C)(C)C, CCOC(C)=O, Clc1ccccc1-n1ncc2c(Cl)ncnc21, [Li+], O, COCC(O)C(=O)Nc1ccc(C)cn1. Yields the product COCC(Oc1ncnc2c1cnn2-c1ccccc1Cl)C(=O)Nc1ccc(C)cn1. RXN SMILES: [CH2:44]1[O:45][CH2:46][CH2:47][CH2:48]1.[CH3:2][Si:3]([N-:4][Si:5]([CH3:6])([CH3:7])[CH3:8])([CH3:9])[CH3:10].[CH3:49][CH2:50][O:51][C:52]([CH3:53])=[O:54].[Cl:26][c:27]1[c:28]2[c:29]([n:30][cH:31][n:32]1)[n:33](-[c:36]1[c:37]([Cl:42])[cH:38][cH:39][cH:40][cH:41]1)[n:34][cH:35]2.[Li+:1].[OH2:43].[OH:11][CH:12]([C:13](=[O:14])[NH:15][c:16]1[n:17][cH:18][c:19]([CH3:22])[cH:20][cH:21]1)[CH2:23][O:24][CH3:25]>>[O:11]([CH:12]([C:13](=[O:14])[NH:15][c:16]1[n:17][cH:18][c:19]([CH3:22])[cH:20][cH:21]1)[CH2:23][O:24][CH3:25])[c:27]1[c:28]2[c:29]([n:30][cH:31][n:32]1)[n:33](-[c:36]1[c:37]([Cl:42])[cH:38][cH:39][cH:40][cH:41]1)[n:34][cH:35]2. The reactants are BrC1=C(C=C(C=C1)OC)OC (1-bromo-2,4-dimethoxybenzene), BrC1=NC=CC=C1 (2-bromopyridine), [Cl-] (chloride), [Mg] (magnesium). The solvent is O1CCCC1 (tetrahydrofuran), O1CCCC1 (tetrahydrofuran), O1CCCC1 (tetrahydrofuran). The product is COC1=C(C=CC(=C1)OC)C1=NC=CC=C1 (2-(2,4-dimethoxyphenyl)pyridine). As a reaction SMILES: [Mg].Br[C:3]1[CH:8]=[CH:7][C:6]([O:9][CH3:10])=[CH:5][C:4]=1[O:11][CH3:12].Br[C:14]1[CH:19]=[CH:18][CH:17]=[CH:16][N:15]=1.[Cl-]>O1CCCC1>[CH3:12][O:11][C:4]1[CH:5]=[C:6]([O:9][CH3:10])[CH:7]=[CH:8][C:3]=1[C:14]1[CH:19]=[CH:18][CH:17]=[CH:16][N:15]=1. Reported procedure: A stirred suspension of magnesium (8.11 g) in dry tetrahydrofuran (100 mL) is heated, and then treated with a solution of 1-bromo-2,4-dimethoxybenzene (48 mL) in tetrahydrofuran (100 mL) at such a rate as to maintain reflux. The resulting solution is then cooled and added, dropwise, to a solution of 2-bromopyridine (50.3 g) and bis-triphenylphosphinepalladium(II) chloride (3.5 g) in tetrahydrofuran (100 mL) at reflux, and the mixture is maintained at reflux for 6 hours. The solution is then evap... Starting materials: Cc1ccccc1-n1c(CCl)nc2cccc(Cl)c2c1=O, [K+], [K+], Nc1ncnc2[nH]cnc12, O=C([O-])[O-], CN(C)C=O. Product: Cc1ccccc1-n1c(Cn2cnc3c(N)ncnc32)nc2cccc(Cl)c2c1=O. As a reaction SMILES: [Cl:1][c:2]1[c:3]2[c:4](=[O:21])[n:5](-[c:14]3[c:15]([CH3:20])[cH:16][cH:17][cH:18][cH:19]3)[c:6]([CH2:12][Cl:13])[n:7][c:8]2[cH:9][cH:10][cH:11]1.[K+:32].[K+:33].[NH2:22][c:23]1[n:24][cH:25][n:26][c:27]2[nH:28][cH:29][n:30][c:31]12.[O-:34][C:35]([O-:36])=[O:37].[O:38]=[CH:39][N:40]([CH3:41])[CH3:42]>>[Cl:1][c:2]1[c:3]2[c:4](=[O:21])[n:5](-[c:14]3[c:15]([CH3:20])[cH:16][cH:17][cH:18][cH:19]3)[c:6]([CH2:12][n:28]3[c:27]4[n:26][cH:25][n:24][c:23]([NH2:22])[c:31]4[n:30][cH:29]3)[n:7][c:8]2[cH:9][cH:10][cH:11]1. The reactants are CC(C)(C)c1cc(C(F)(F)F)n(CC(=O)O)n1, CCOC(=O)Cn1nc(C(C)C)cc1C(F)(F)F. Product: CC(C)c1cc(C(F)(F)F)n(CC(=O)O)n1. RXN SMILES: [C:19]([c:20]1[cH:21][c:22]([C:23]([F:24])([F:25])[F:26])[n:27]([CH2:28][C:29]([OH:30])=[O:31])[n:32]1)([CH3:33])([CH3:34])[CH3:35].[CH:1]([CH3:2])([CH3:3])[c:4]1[n:5][n:6]([CH2:13][C:14](=[O:15])[O:16][CH2:17][CH3:18])[c:7]([C:9]([F:10])([F:11])[F:12])[cH:8]1>>[CH:1]([CH3:2])([CH3:3])[c:4]1[n:5][n:6]([CH2:13][C:14](=[O:15])[OH:16])[c:7]([C:9]([F:10])([F:11])[F:12])[cH:8]1. Starting materials: [N+](=O)(O)[O-] (nitric acid), ClC1=CC=C(C2=C1C=C(O2)C)N2C(N(C(=CC2=O)C(F)(F)F)C)=O (3-(4-chloro-2-methylbenzofuran-7-yl)-1-methyl-6-trifluoromethyluracil), ice water. Solvent: S(O)(O)(=O)=O (sulfuric acid). Conditions: temperature -20 celsius, time 10 minute. The product is ClC1=CC=C(C2=C1C(=C(O2)C)[N+](=O)[O-])N2C(N(C(=CC2=O)C(F)(F)F)C)=O (3-(4-chloro-2-methyl-3-nitrobenzofuran-7-yl)-1-methyl-6-trifluoromethyluracil). The yield is 67.6%. Reaction SMILES: [Cl:1][C:2]1[C:7]2[CH:8]=[C:9]([CH3:11])[O:10][C:6]=2[C:5]([N:12]2[C:17](=[O:18])[CH:16]=[C:15]([C:19]([F:22])([F:21])[F:20])[N:14]([CH3:23])[C:13]2=[O:24])=[CH:4][CH:3]=1.[N+:25]([O-])([OH:27])=[O:26]>S(=O)(=O)(O)O>[Cl:1][C:2]1[C:7]2[C:8]([N+:25]([O-:27])=[O:26])=[C:9]([CH3:11])[O:10][C:6]=2[C:5]([N:12]2[C:17](=[O:18])[CH:16]=[C:15]([C:19]([F:22])([F:21])[F:20])[N:14]([CH3:23])[C:13]2=[O:24])=[CH:4][CH:3]=1. Procedure details: 0.5 g (1.4 mmol) of 3-(4-chloro-2-methylbenzofuran-7-yl)-1-methyl-6-trifluoromethyluracil was dissolved in 10 ml of concentrated sulfuric acid, and 0.1 g (1.1 mmol) of 60% nitric acid was dropwise added thereto at -20° C. After stirring at -20° C. for 10 minutes, the reaction solution was poured into ice water and extracted with 50 ml of chloroform. The organic layer was washed sequentially with water and a saturated sodium chloride aqueous solution and then dried over anhydrous magnesium sulfat... Reactants: N#Cc1ccc(F)c(Br)c1, O=C([O-])O, OB(O)c1ccc(OC(F)(F)F)cc1, [Na+], Cl[Pd]Cl, c1ccc(P(c2ccccc2)c2ccccc2)cc1, c1ccc(P(c2ccccc2)c2ccccc2)cc1. The product is N#Cc1ccc(F)c(-c2ccc(OC(F)(F)F)cc2)c1. As a reaction SMILES: [Br:1][c:2]1[cH:3][c:4]([C:5]#[N:6])[cH:7][cH:8][c:9]1[F:10].[C:25](=[O:26])([OH:27])[O-:28].[F:11][C:12]([O:13][c:14]1[cH:15][cH:16][c:17]([B:20]([OH:21])[OH:22])[cH:18][cH:19]1)([F:23])[F:24].[Na+:29].[Pd:30]([Cl:31])[Cl:32].[c:33]1([P:34]([c:35]2[cH:36][cH:37][cH:38][cH:39][cH:40]2)[c:41]2[cH:42][cH:43][cH:44][cH:45][cH:46]2)[cH:47][cH:48][cH:49][cH:50][cH:51]1.[c:52]1([P:53]([c:54]2[cH:55][cH:56][cH:57][cH:58][cH:59]2)[c:60]2[cH:61][cH:62][cH:63][cH:64][cH:65]2)[cH:66][cH:67][cH:68][cH:69][cH:70]1>>[c:2]1(-[c:17]2[cH:16][cH:15][c:14]([O:13][C:12]([F:11])([F:23])[F:24])[cH:19][cH:18]2)[cH:3][c:4]([C:5]#[N:6])[cH:7][cH:8][c:9]1[F:10]. The reactants are NS(=O)(=O)C=1C(=CC(=C(C(=O)OC)C1)F)Cl (methyl 5-(aminosulfonyl)-4-chloro-2-fluorobenzoate), [Cl-].[Cl-].[Ca+2] (CaCl2), [BH4-].[Na+] (NaBH4). Solvent: C1CCOC1.CCO (THF EtOH). Reaction conditions: time 6 hour. Yields the product ClC1=C(C=C(C(=C1)F)CO)S(=O)(=O)N (2-Chloro-4-fluoro-5-(hydroxymethyl)benzenesulfonamide). The yield is 98.2%. RXN SMILES: [NH2:1][S:2]([C:5]1[C:6]([Cl:16])=[CH:7][C:8]([F:15])=[C:9]([CH:14]=1)[C:10](OC)=[O:11])(=[O:4])=[O:3].[Cl-].[Cl-].[Ca+2].[BH4-].[Na+]>C1COCC1.CCO>[Cl:16][C:6]1[CH:7]=[C:8]([F:15])[C:9]([CH2:10][OH:11])=[CH:14][C:5]=1[S:2]([NH2:1])(=[O:3])=[O:4] |f:1.2.3,4.5,6.7|. Procedure details: To a solution of methyl 5-(aminosulfonyl)-4-chloro-2-fluorobenzoate (500 mg, 1.87 mmol) in THF/EtOH (20 mL, 1:1), CaCl2 (415 mg, 3.74 mmol) and NaBH4 (283 mg, 7.48 mmol) were added in one portion respectively. The reaction mixture was stirred at room temperature for 6 hours, quenched with water. 1 M aqueous citric acid (5 mL) was added to the mixture and extracted with EtOAc (3×100 mL). The extracts were combined, washed with brine, and dried (Na2SO4). The solvent was evaporated to afford the pr... The reactants are CC(=O)OC(C)=O, ClC(Cl)Cl, O, Oc1ccccc1SC=Cc1ccccc1, c1ccncc1. Product: CC(=O)Oc1ccccc1SC=Cc1ccccc1. As a reaction SMILES: [CH3:23][C:24](=[O:25])[O:26][C:27](=[O:28])[CH3:29].[CH:30]([Cl:31])([Cl:32])[Cl:33].[OH2:34].[OH:1][c:2]1[c:3]([S:8][CH:9]=[CH:10][c:11]2[cH:12][cH:13][cH:14][cH:15][cH:16]2)[cH:4][cH:5][cH:6][cH:7]1.[cH:17]1[cH:18][cH:19][n:20][cH:21][cH:22]1>>[O:1]([c:2]1[c:3]([S:8][CH:9]=[CH:10][c:11]2[cH:12][cH:13][cH:14][cH:15][cH:16]2)[cH:4][cH:5][cH:6][cH:7]1)[C:24]([CH3:23])=[O:25]. The reactants are FC(C(=O)O)(F)F (trifluoroacetic acid), C(CC)OC1=C2C=NN(C2=CC=C1OC1OCCCC1)C1OCCCC1 (4-propoxy-1-tetrahydro-2H-pyran-2-yl-5-(tetrahydro-2H-pyran-2-yloxy)-1H-indazole), [OH-].[Na+] (sodium hydroxide). The solvent is ClCCl (dichloromethane). Reaction conditions: time 2.5 hour. Product: C(CC)OC1=C2C=NNC2=CC=C1O (4-propoxy-1H-indazol-5-ol). The yield is 74384.8%. RXN SMILES: FC(F)(F)C(O)=O.[CH2:8]([O:11][C:12]1[C:20]([O:21]C2CCCCO2)=[CH:19][CH:18]=[C:17]2[C:13]=1[CH:14]=[N:15][N:16]2C1CCCCO1)[CH2:9][CH3:10].[OH-].[Na+]>ClCCl>[CH2:8]([O:11][C:12]1[C:20]([OH:21])=[CH:19][CH:18]=[C:17]2[C:13]=1[CH:14]=[N:15][NH:16]2)[CH2:9][CH3:10] |f:2.3|. Procedure details: Under a nitrogen atmosphere, trifluoroacetic acid (5.5 ml) was added to a solution of 4-propoxy-1-tetrahydro-2H-pyran-2-yl-5-(tetrahydro-2H-pyran-2-yloxy)-1H-indazole (852.6 mg) in dichloromethane (16.5 ml) at room temperature. After 2.5 hours, the reaction solution was poured onto ice, adjusted to pH 7 with an aqueous sodium hydroxide solution, and then extracted with ethyl acetate. The extract solution was concentrated under reduced pressure and the resulting residue was purified by a silica g... Reactants: N1C=CC2=CC(=CC=C12)NC1=C(C=NC2=CC=C(C=C12)[N+](=O)[O-])C#N (4-(1H-indol-5-ylamino)-6-nitro-quinoline-3-carbonitrile), NN (hydrazine). The reagents and catalysts are [Pd] (Palladium on carbon). Solvent: C(C)O (ethanol). Product: NC=1C=C2C(=C(C=NC2=CC1)C#N)NC=1C=C2C=CNC2=CC1 (6-Amino-4-(1H-indol-5-ylamino)-quinoline-3-carbonitrile). Yield: 104.0%. Reaction SMILES: [NH:1]1[C:9]2[C:4](=[CH:5][C:6]([NH:10][C:11]3[C:20]4[C:15](=[CH:16][CH:17]=[C:18]([N+:21]([O-])=O)[CH:19]=4)[N:14]=[CH:13][C:12]=3[C:24]#[N:25])=[CH:7][CH:8]=2)[CH:3]=[CH:2]1.NN>[Pd].C(O)C>[NH2:21][C:18]1[CH:19]=[C:20]2[C:15](=[CH:16][CH:17]=1)[N:14]=[CH:13][C:12]([C:24]#[N:25])=[C:11]2[NH:10][C:6]1[CH:5]=[C:4]2[C:9](=[CH:8][CH:7]=1)[NH:1][CH:2]=[CH:3]2. Procedure: Covered 200 mg of 10% Palladium on carbon with 75 ml ethanol. Added 2.00 g (6.07 mmol) 4-(1H-indol-5-ylamino)-6-nitro-quinoline-3-carbonitrile and 477 μl (15.2 mmol) hydrazine. Heated to reflux under N2 for 2 hours. Filtered hot through celite and washed through with hot methanol. Removed solvent and dried in vacuo (50° C.), giving 1.89 g brown solid: mass spectrum (m/e electrospray): M+H=300.2.